From a dataset of the Open Reaction Database (ORD), a public repository of structured organic reaction records. describe an organic reaction: reactants, conditions, products, and yield Reactants: Cl.FC1=C(C(=C(C(=C1SCC1=NC=CC=C1)F)F)F)F (2-(((pentafluorophenyl)thio)methyl)pyridine, hydrochloride), ClC=1C=C(C(=O)OO)C=CC1 (m-chloroperoxybenzoic acid). Run in C(Cl)Cl (methylene chloride), C(Cl)Cl (methylene chloride). Reaction conditions: time 0.5 hour. Yields the product FC1=C(C(=C(C(=C1S(=O)CC1=NC=CC=C1)F)F)F)F (2-(((Pentafluorophenyl)sulphinyl)methyl)pyridine), Cl (hydrochloride). Yield: 584.2%. As a reaction SMILES: Cl.[F:2][C:3]1[C:8]([S:9][CH2:10][C:11]2[CH:16]=[CH:15][CH:14]=[CH:13][N:12]=2)=[C:7]([F:17])[C:6]([F:18])=[C:5]([F:19])[C:4]=1[F:20].[Cl:21]C1C=C(C=CC=1)C(OO)=[O:26]>C(Cl)Cl>[F:17][C:7]1[C:8]([S:9]([CH2:10][C:11]2[CH:16]=[CH:15][CH:14]=[CH:13][N:12]=2)=[O:26])=[C:3]([F:2])[C:4]([F:20])=[C:5]([F:19])[C:6]=1[F:18].[ClH:21] |f:0.1|. Procedure: A stirred suspension of 2-(((pentafluorophenyl)thio)methyl)pyridine, hydrochloride (2.0 g) in methylene chloride (50 ml) at 0° C. was treated portionwise with m-chloroperoxybenzoic acid (1.41 g) over 1/2 hour. The mixture was allowed to warm to ambient temperature, sufficient methylene chloride was added to form a solution, and the mixture was stirred a further 1/2 hour. The solution was washed with saturated Na2CO3 solution and water, dried (MgSO4) and evaporated. The residue was converted into...